Dataset: the Open Reaction Database (ORD), a public repository of structured organic reaction records. Task: describe an organic reaction: reactants, conditions, products, and yield Starting materials: CCO, CC1(c2cccc(Cn3ncc([N+](=O)[O-])n3)n2)OCCO1, [Cl-], [Fe], N#N, [NH4+], O. Yields the product CC1(c2cccc(Cn3ncc(N)n3)n2)OCCO1. As a reaction SMILES: [CH3:26][CH2:27][OH:28].[CH3:3][C:4]1([c:9]2[n:10][c:11]([CH2:15][n:16]3[n:17][cH:18][c:19]([N+:21]([O-:22])=[O:23])[n:20]3)[cH:12][cH:13][cH:14]2)[O:5][CH2:6][CH2:7][O:8]1.[Cl-:24].[Fe:30].[N:1]#[N:2].[NH4+:25].[OH2:29]>>[CH3:3][C:4]1([c:9]2[n:10][c:11]([CH2:15][n:16]3[n:17][cH:18][c:19]([NH2:21])[n:20]3)[cH:12][cH:13][cH:14]2)[O:5][CH2:6][CH2:7][O:8]1. Reactants: C(C)OC(=O)N1[C@H](C[C@H](C2=CC(=CC=C12)C(F)(F)F)NC(=O)OCC1=CC=CC=C1)CC (cis-4-Benzyloxycarbonylamino-2-ethyl-6-trifluoromethyl-3,4-dihydro-2H-quinoline-1-carboxylic acid ethyl ester). Reagents/catalysts: [Pd] (palladium on carbon). Run in C1=CCCCC1 (cyclohexene), C(C)O (ethanol). Product: C(C)OC(=O)N1[C@H](C[C@H](C2=CC(=CC=C12)C(F)(F)F)N)CC (cis-4-Amino-2-ethyl-6-trifluoromethyl-3,4-dihydro-2H-quinoline-1-carboxylic acid ethyl ester). Isolated yield 69.6%. RXN SMILES: [CH2:1]([O:3][C:4]([N:6]1[C:15]2[C:10](=[CH:11][C:12]([C:16]([F:19])([F:18])[F:17])=[CH:13][CH:14]=2)[C@H:9]([NH:20]C(OCC2C=CC=CC=2)=O)[CH2:8][C@@H:7]1[CH2:31][CH3:32])=[O:5])[CH3:2]>C1CCCCC=1.C(O)C.[Pd]>[CH2:1]([O:3][C:4]([N:6]1[C:15]2[C:10](=[CH:11][C:12]([C:16]([F:17])([F:18])[F:19])=[CH:13][CH:14]=2)[C@H:9]([NH2:20])[CH2:8][C@@H:7]1[CH2:31][CH3:32])=[O:5])[CH3:2]. Reported procedure: A solution of cis-4-benzyloxycarbonylamino-2-ethyl-6-trifluoromethyl-3,4-dihydro-2H-quinoline-1-carboxylic acid ethyl ester (Example 3C) (18.0 g, 40 mmol) in 150 mL each of cyclohexene and ethanol was treated with 10% palladium on carbon (10.0 g, 50% water by weight). After heating at reflux for 1 h, the cooled mixture was filtered through Celite® and concentrated in vacuo to afford the crude product, which was purified by silica gel chromatography using 25-50% ethyl acetate/hexanes as eluent to... Starting materials: Br (hydrobromide), C(C)N(CCN1C(=O)C=2C=C(C=3NC4=CC=C(C=C4C3C2C1=O)OC)CC)CC (N-(2-diethylaminoethyl)-1-ethyl-6-methoxycarbazole-3,4-dicarboximide), C([O-])([O-])=O.[K+].[K+] (potassium carbonate). The solvent is O (water). Yields the product C(C)N(CCN1C(=O)C=2C=C(C=3NC4=CC=C(C=C4C3C2C1=O)O)CC)CC (N-(2-diethylaminoethyl)-1-ethyl-6-hydroxycarbazole-3,4-dicarboximide). Yield: 45.4%. As a reaction SMILES: Br.[CH2:2]([N:4]([CH2:29][CH3:30])[CH2:5][CH2:6][N:7]1[C:23](=[O:24])[C:22]2[C:21]3[C:20]4[C:15](=[CH:16][CH:17]=[C:18]([O:25]C)[CH:19]=4)[NH:14][C:13]=3[C:12]([CH2:27][CH3:28])=[CH:11][C:10]=2[C:8]1=[O:9])[CH3:3].C(=O)([O-])[O-].[K+].[K+]>O>[CH2:29]([N:4]([CH2:2][CH3:3])[CH2:5][CH2:6][N:7]1[C:23](=[O:24])[C:22]2[C:21]3[C:20]4[C:15](=[CH:16][CH:17]=[C:18]([OH:25])[CH:19]=4)[NH:14][C:13]=3[C:12]([CH2:27][CH3:28])=[CH:11][C:10]=2[C:8]1=[O:9])[CH3:30] |f:2.3.4|. Reported procedure: 4.0 ml of an aqueous 47% hydrobromide solution was added to 80 mg of N-(2-diethylaminoethyl)-1-ethyl-6-methoxycarbazole-3,4-dicarboximide. The mixture was refluxed for 40 minutes. Thereto was added 30 ml of water. The resulting mixture was adjusted to pH 9 with potassium carbonate, and extracted with 50 ml of ethyl acetate. The extract was washed with an aqueous saturated sodium chloride solution, and dried over anhydrous magnesium sulfate. The solvent was removed by distillation under reduced p...